The task is: describe an organic reaction: reactants, conditions, products, and yield. This data is from the Open Reaction Database (ORD), a public repository of structured organic reaction records. The reactants are CC(=O)OC(C)=O, CC(C)=O, ClCCl, NC1CC(=O)N(c2ccc(OCc3cccc(F)c3)cc2)C1. Yields the product CC(=O)NC1CC(=O)N(c2ccc(OCc3cccc(F)c3)cc2)C1. Reaction SMILES: [CH3:23][C:24](=[O:25])[O:26][C:27](=[O:28])[CH3:29].[CH3:30][C:31](=[O:32])[CH3:33].[Cl:34][CH2:35][Cl:36].[NH2:1][CH:2]1[CH2:3][C:4](=[O:22])[N:5]([c:7]2[cH:8][cH:9][c:10]([O:13][CH2:14][c:15]3[cH:16][c:17]([F:21])[cH:18][cH:19][cH:20]3)[cH:11][cH:12]2)[CH2:6]1>>[NH:1]([CH:2]1[CH2:3][C:4](=[O:22])[N:5]([c:7]2[cH:8][cH:9][c:10]([O:13][CH2:14][c:15]3[cH:16][c:17]([F:21])[cH:18][cH:19][cH:20]3)[cH:11][cH:12]2)[CH2:6]1)[C:24]([CH3:23])=[O:25]. Reaction conditions: time 1 hour. Reaction SMILES: [C:1]([C:3]1[CH:8]=[CH:7][C:6]([N:9]2[CH2:13][CH2:12][C@H:11]([O:14][C:15]3[CH:16]=[C:17]([CH:21]=[CH:22][CH:23]=3)[C:18]([OH:20])=O)[CH2:10]2)=[CH:5][CH:4]=1)#[N:2].C(Cl)CCl.C1C=CC2N(O)N=NC=2C=1.[CH3:38][N:39]1[CH2:44][CH2:43][C:42]2[N:45]=[C:46]([NH2:48])[S:47][C:41]=2[CH2:40]1>CN(C=O)C>[C:1]([C:3]1[CH:8]=[CH:7][C:6]([N:9]2[CH2:13][CH2:12][C@H:11]([O:14][C:15]3[CH:16]=[C:17]([CH:21]=[CH:22][CH:23]=3)[C:18]([NH:48][C:46]3[S:47][C:41]4[CH2:40][N:39]([CH3:38])[CH2:44][CH2:43][C:42]=4[N:45]=3)=[O:20])[CH2:10]2)=[CH:5][CH:4]=1)#[N:2]. The reactants are CN1CC2=C(CC1)N=C(S2)N (5-methyl-4,5,6,7-tetrahydro-thiazolo[5,4-c]pyridin-2-ylamine), C(#N)C1=CC=C(C=C1)N1C[C@H](CC1)OC=1C=C(C(=O)O)C=CC1 (3-[(S)-1-(4-cyano-phenyl)-pyrrolidin-3-yloxy]-benzoic acid), C(CCl)Cl (EDC), C=1C=CC2=C(C1)N=NN2O (HOBT). Procedure: Dissolve 3-[(S)-1-(4-cyano-phenyl)-pyrrolidin-3-yloxy]-benzoic acid (80.2 mg, 0.26 mmol), EDC (99.2 mg, 0.52 mmol) and HOBT (79.6 mg, 0.52 mmol) into 2 mL of DMF. The mixture is stirred for 1 h. Add 5-methyl-4,5,6,7-tetrahydro-thiazolo[5,4-c]pyridin-2-ylamine (46.5 mg, 0.28 mmol) to the mixture and place in a 60° C. bath with an Ar stream blowing over it. Stir mixture for 14 h resulting in a concentrated residue. LC-MS analysis indicates the desired product. Dissolve into 5 mL of DMF and purify ... Yields the product C(#N)C1=CC=C(C=C1)N1C[C@H](CC1)OC=1C=C(C(=O)NC=2SC=3CN(CCC3N2)C)C=CC1 (3-[(S)-1-(4-Cyano-phenyl)-pyrrolidin-3-yloxy]-N-(5-methyl-4,5,6,7-tetrahydro-thiazolo[5,4-c]pyridin-2-yl)-benzamide). Solvent: CN(C)C=O (DMF).